Task: describe an organic reaction: reactants, conditions, products, and yield. Dataset: the Open Reaction Database (ORD), a public repository of structured organic reaction records Reactants: C(C)(C)(C)OCC(C(=O)O)N1C(C=C(C1)OC1=C(C=CC=C1)OC)=O (3-t-butoxy-2-[4-(2-methoxy-phenoxy)-2-oxo-2,5-dihydro-pyrrol-1-yl)-propionic acid), CN(CCCN=C=NCC)C (1-(3-dimethylaminopropyl)-3-ethylcarbodiimide), ON1N=NC2=C1C=CC=C2 (1-hydroxybenzotriazole), NC1=NN(C=C1)CC(C)(O)C (1-(3-amino-pyrazol-1-yl)-2-methyl-propan-2-ol). Run in ClCCl (dichloromethane), ClCCl (dichloromethane). Run at temperature 25 celsius, time 2 hour. Yields the product C(C)(C)(C)OCC(C(=O)NC1=NN(C=C1)CC(C)(C)O)N1C(C=C(C1)OC1=C(C=CC=C1)OC)=O (3-t-butoxy-N-[1-(2-hydroxy-2-methyl-propyl)-1H-pyrazol-3-yl]-2-[4-(2-methoxy-phenoxy)-2-oxo-2,5-dihydro-pyrrol-1-yl)-propionamide). Yield: 31.9%. RXN SMILES: [C:1]([O:5][CH2:6][CH:7]([N:11]1[CH2:15][C:14]([O:16][C:17]2[CH:22]=[CH:21][CH:20]=[CH:19][C:18]=2[O:23][CH3:24])=[CH:13][C:12]1=[O:25])[C:8]([OH:10])=O)([CH3:4])([CH3:3])[CH3:2].CN(C)CCCN=C=NCC.ON1C2C=CC=CC=2N=N1.[NH2:47][C:48]1[CH:52]=[CH:51][N:50]([CH2:53][C:54]([CH3:57])([OH:56])[CH3:55])[N:49]=1>ClCCl>[C:1]([O:5][CH2:6][CH:7]([N:11]1[CH2:15][C:14]([O:16][C:17]2[CH:22]=[CH:21][CH:20]=[CH:19][C:18]=2[O:23][CH3:24])=[CH:13][C:12]1=[O:25])[C:8]([NH:47][C:48]1[CH:52]=[CH:51][N:50]([CH2:53][C:54]([OH:56])([CH3:55])[CH3:57])[N:49]=1)=[O:10])([CH3:3])([CH3:4])[CH3:2]. Procedure details: A solution of 3-t-butoxy-2-[4-(2-methoxy-phenoxy)-2-oxo-2,5-dihydro-pyrrol-1-yl)-propionic acid (100 mg, 0.29 mmol) in dichloromethane (10 mL) was treated with 1-(3-dimethylaminopropyl)-3-ethylcarbodiimide (45 mg, 0.29 mmol) and 1-hydroxybenzotriazole (40 mg, 0.30 mmol). The reaction mixture was stirred at 25° C. for 2 h followed by the addition of 1-(3-amino-pyrazol-1-yl)-2-methyl-propan-2-ol (prepared in U.S. Pat. Appl. US2008021032 Example 80, 50 mg, 0.32 mmol). The reaction mixture was then ... Reactants: O=C([O-])[O-], CC(C)=O, CC(C#N)Oc1ccc(Cl)cc1O, N#CCCl, [K+], [K+]. Yields the product CC(C#N)Oc1ccc(Cl)cc1OCC#N. RXN SMILES: [C:14](=[O:15])([O-:16])[O-:17].[CH3:24][C:25](=[O:26])[CH3:27].[Cl:1][c:2]1[cH:3][c:4]([OH:13])[c:5]([O:8][CH:9]([CH3:10])[C:11]#[N:12])[cH:6][cH:7]1.[Cl:20][CH2:21][C:22]#[N:23].[K+:18].[K+:19]>>[Cl:1][c:2]1[cH:3][c:4]([O:13][CH2:21][C:22]#[N:23])[c:5]([O:8][CH:9]([CH3:10])[C:11]#[N:12])[cH:6][cH:7]1. The reactants are [BH3-]C#N, CC(=O)[O-], CO, Cc1cc(Cl)cc2c1OCCCC2=O, Cl, [NH4+], [Na+]. Product: Cc1cc(Cl)cc2c1OCCCC2N. As a reaction SMILES: [C:20](#[N:21])[BH3-:22].[CH3:16][C:17](=[O:18])[O-:19].[CH3:25][OH:26].[Cl:1][c:2]1[cH:3][c:4]([CH3:14])[c:5]2[c:6]([cH:13]1)[C:7](=[O:12])[CH2:8][CH2:9][CH2:10][O:11]2.[ClH:24].[NH4+:15].[Na+:23]>>[Cl:1][c:2]1[cH:3][c:4]([CH3:14])[c:5]2[c:6]([cH:13]1)[CH:7]([NH2:21])[CH2:8][CH2:9][CH2:10][O:11]2. Starting materials: C(#N)C=1C=CC(=C(C(=O)OC)C1)OC (methyl 5-cyano-2-methoxybenzoate), N(=[N+]=[N-])[Sn](C)(C)C (azidotrimethyltin). Solvent: C1(=CC=CC=C1)C (toluene). Yields the product COC1=C(C(=O)OC)C=C(C=C1)C1=NN=NN1 (Methyl 2-methoxy-5-(1H-tetrazol-5-yl)benzoate). RXN SMILES: [C:1]([C:3]1[CH:4]=[CH:5][C:6]([O:13][CH3:14])=[C:7]([CH:12]=1)[C:8]([O:10][CH3:11])=[O:9])#[N:2].[N:15]([Sn](C)(C)C)=[N+:16]=[N-:17]>C1(C)C=CC=CC=1>[CH3:14][O:13][C:6]1[CH:5]=[CH:4][C:3]([C:1]2[NH:17][N:16]=[N:15][N:2]=2)=[CH:12][C:7]=1[C:8]([O:10][CH3:11])=[O:9]. Reported procedure: A stirred solution of methyl 5-cyano-2-methoxybenzoate (0.87 g, 4.5 mmol) in toluene (4 mL) was treated with azidotrimethyltin (1.85 g, 9.0 mmol) and heated at reflux overnight. After cooling to room temperature, the solvents were evaporated. The crude product was dissolved in ethyl acetate, washed with brine (2×), dried over sodium sulfate, and concentrated. Column chromatography on silica gel (5% methanol/methylene chloride) afforded 0.78 g (75%). LC/MS (HPLC method 3): tR=1.66 min, 235.05 (MH...